Task: describe an organic reaction: reactants, conditions, products, and yield. Dataset: the Open Reaction Database (ORD), a public repository of structured organic reaction records The reactants are ClCCl, CN(C)Cc1ccccc1, CC(C)C=O, [Mg+2], Nc1ccccc1, O=S(=O)([O-])[O-]. Product: CC(C)C=Nc1ccccc1. Reaction SMILES: [CH2:29]([Cl:30])[Cl:31].[CH3:13][N:14]([CH3:15])[CH2:16][c:17]1[cH:18][cH:19][cH:20][cH:21][cH:22]1.[CH:1]([CH:2]([CH3:3])[CH3:4])=[O:5].[Mg+2:23].[NH2:6][c:7]1[cH:8][cH:9][cH:10][cH:11][cH:12]1.[O-:24][S:25](=[O:26])(=[O:27])[O-:28]>>[CH:1]([CH:2]([CH3:3])[CH3:4])=[N:6][c:7]1[cH:8][cH:9][cH:10][cH:11][cH:12]1.